From a dataset of the Open Reaction Database (ORD), a public repository of structured organic reaction records. describe an organic reaction: reactants, conditions, products, and yield Reactants: C(C)(C)(C)OC(=O)N1[C@@H](CC(C1)=NOC)C(=O)O ((2S,4EZ)-1-(tert-butoxycarbonyl)-4-(methoxyimino)-2-pyrrolidine-carboxylic acid), ON=C(N)C1=NOC(=C1)C (N′-hydroxy-5-methyl-3-isoxazole-carboximidamide), C(C)(C)(C)OC(=O)N1[C@@H](CC(C1)=NOC)C(=O)O ((2S,4EZ)-1-(tert-butoxycarbonyl)-4-(methoxyimino)-2-pyrrolidine-carboxylic acid), C1(=CC=C(C=C1)C(=O)Cl)C1=CC=CC=C1 ([1,1′-biphenyl]-4-carbonyl chloride). Product: CON=C1CN([C@@H](C1)C1=NC(=NO1)C1=NOC(=C1)C)C(=O)C1=CC=C(C=C1)C1=CC=CC=C1 ((3EZ,5S)-1-([1,1′-biphenyl]-4-ylcarbonyl)-5-[3-(5-methyl-3-isoxazolyl)-1,2,4-oxadiazol-5-yl]-3-pyrrolidinone O-methyloxime). Reaction SMILES: C(O[C:6]([N:8]1[CH2:12][C:11](=[N:13][O:14][CH3:15])[CH2:10][C@H:9]1[C:16]([OH:18])=O)=[O:7])(C)(C)C.[C:19]1([C:28]2[CH:33]=[CH:32][CH:31]=[CH:30][CH:29]=2)[CH:24]=[CH:23][C:22](C(Cl)=O)=[CH:21][CH:20]=1.O[N:35]=[C:36]([C:38]1[CH:42]=[C:41]([CH3:43])[O:40][N:39]=1)[NH2:37]>>[CH3:15][O:14][N:13]=[C:11]1[CH2:10][C@@H:9]([C:16]2[O:18][N:37]=[C:36]([C:38]3[CH:42]=[C:41]([CH3:43])[O:40][N:39]=3)[N:35]=2)[N:8]([C:6]([C:31]2[CH:30]=[CH:29][C:28]([C:19]3[CH:20]=[CH:21][CH:22]=[CH:23][CH:24]=3)=[CH:33][CH:32]=2)=[O:7])[CH2:12]1. Procedure details: Following the general method as outlined in Example 59, starting from (2S,4EZ)-1-(tert-butoxycarbonyl)-4-(methoxyimino)-2-pyrrolidine-carboxylic acid (Intermediate 2), [1,1′-biphenyl]-4-carbonyl chloride, and N′-hydroxy-5-methyl-3-isoxazole-carboximidamide, the title compound was obtained in 78% purity by HPLC. MS(ESI+): m/z=444.2. Reactants: F[B-](F)(F)F, COc1cc(C(=O)O)ccc1Nc1ncc2c(n1)N(C1CCCC1)CC1(CCC1)C(=O)N2C, CCN(C(C)C)C(C)C, Cl, Cl, NC1CN2CCC1CC2, CN(C)C=O, CN(C)C(On1nnc2ccccc21)=[N+](C)C. The product is COc1cc(C(=O)NC2CN3CCC2CC3)ccc1Nc1ncc2c(n1)N(C1CCCC1)CC1(CCC1)C(=O)N2C. As a reaction SMILES: [B-:43]([F:44])([F:45])([F:46])[F:47].[CH:1]1([N:6]2[c:7]3[c:8]([cH:18][n:19][c:20]([NH:22][c:23]4[c:24]([O:32][CH3:33])[cH:25][c:26]([C:27](=[O:28])[OH:29])[cH:30][cH:31]4)[n:21]3)[N:9]([CH3:17])[C:10](=[O:16])[C:11]3([CH2:12][CH2:13][CH2:14]3)[CH2:15]2)[CH2:2][CH2:3][CH2:4][CH2:5]1.[CH:34]([N:35]([CH2:36][CH3:37])[CH:38]([CH3:39])[CH3:40])([CH3:41])[CH3:42].[ClH:65].[ClH:66].[NH2:67][CH:68]1[CH2:69][N:70]2[CH2:71][CH2:72][CH:73]1[CH2:74][CH2:75]2.[O:76]=[CH:77][N:78]([CH3:79])[CH3:80].[n:48]1([O:49][C:50]([N:51]([CH3:52])[CH3:53])=[N+:54]([CH3:55])[CH3:56])[c:57]2[cH:58][cH:59][cH:60][cH:61][c:62]2[n:63][n:64]1>>[CH:1]1([N:6]2[c:7]3[c:8]([cH:18][n:19][c:20]([NH:22][c:23]4[c:24]([O:32][CH3:33])[cH:25][c:26]([C:27](=[O:29])[NH:67][CH:68]5[CH2:69][N:70]6[CH2:71][CH2:72][CH:73]5[CH2:74][CH2:75]6)[cH:30][cH:31]4)[n:21]3)[N:9]([CH3:17])[C:10](=[O:16])[C:11]3([CH2:12][CH2:13][CH2:14]3)[CH2:15]2)[CH2:2][CH2:3][CH2:4][CH2:5]1.